Task: describe an organic reaction: reactants, conditions, products, and yield. Dataset: the Open Reaction Database (ORD), a public repository of structured organic reaction records Reactants: [Li]CCCC (BuLi), solution, CC(C(=O)Cl)C (2-methylpropanoyl chloride), COCOC1=CC(=CC=C1)OCOC (1,3-bis{[(methyloxy)methyl]oxy}benzene), COCOC1=CC(=CC=C1)OCOC (1,3-bis{[(methyloxy)methyl]oxy}benzene). Run in CCCCCC (hexane), C1CCOC1 (THF). Reaction conditions: time 1 hour. Yields the product COCOC1=C(C(=CC=C1)OCOC)C(C(C)C)=O (1-(2,6-bis{[(methyloxy)methyl]oxy}phenyl)-2-methyl-1-propanone). Isolated yield 27.7%. As a reaction SMILES: [CH3:1][O:2][CH2:3][O:4][C:5]1[CH:10]=[CH:9][CH:8]=[C:7]([O:11][CH2:12][O:13][CH3:14])[CH:6]=1.[Li]CCCC.[CH3:20][CH:21]([CH3:25])[C:22](Cl)=[O:23]>C1COCC1.CCCCCC>[CH3:14][O:13][CH2:12][O:11][C:7]1[CH:8]=[CH:9][CH:10]=[C:5]([O:4][CH2:3][O:2][CH3:1])[C:6]=1[C:22](=[O:23])[CH:21]([CH3:25])[CH3:20]. Procedure: 1,3-bis{[(methyloxy)methyl]oxy}benzene (Intermediate 35, 2.2 g) was dissolved under nitrogen in THF (8.0 mL) and a solution of BuLi (8.32 mL of a 1.6 M solution in hexane, 13.3 mmol) was added. After stirring at room temperature for 1 hour, cooling down to −78° C., 2-methylpropanoyl chloride (4.65 ml, 44.4 mmol) was added and the reaction mixture was stirred at that temperature for 1 hour. After quenching with water, the reaction mixture was extracted with ethyl acetate. The gathered organic lay... Starting materials: CC(=O)c1ccc(OCc2ccccc2)c(CO)c1, C1COCCO1, O, O=[Se]=O. Yields the product O=CC(=O)c1ccc(OCc2ccccc2)c(CO)c1. RXN SMILES: [CH2:1]([c:2]1[cH:3][cH:4][cH:5][cH:6][cH:7]1)[O:8][c:9]1[c:10]([CH2:18][OH:19])[cH:11][c:12]([C:15]([CH3:16])=[O:17])[cH:13][cH:14]1.[O:24]1[CH2:25][CH2:26][O:27][CH2:28][CH2:29]1.[OH2:23].[Se:20](=[O:21])=[O:22]>>[CH2:1]([c:2]1[cH:3][cH:4][cH:5][cH:6][cH:7]1)[O:8][c:9]1[c:10]([CH2:18][OH:19])[cH:11][c:12]([C:15]([CH:16]=[O:21])=[O:17])[cH:13][cH:14]1.